This data is from the Open Reaction Database (ORD), a public repository of structured organic reaction records. The task is: describe an organic reaction: reactants, conditions, products, and yield The reactants are C(CCC)[Li] (n-butyllithium), ice, BrCCCCC#N (5-bromovaleronitrile), CC1=CC=CC=2N1C=NC2 (5-methylimidazo[1,5-a]pyridine), CN(CCN(C)C)C (tetramethylethylene diamine). Run in CCCCCC (hexane), O1CCCC1 (tetrahydrofuran), O1CCCC1 (tetrahydrofuran). The product is C(#N)CCCCCC1=CC=CC=2N1C=NC2 (5-(5-cyanopentyl)-imidazo[1,5-a]pyridine). RXN SMILES: [CH3:1][C:2]1[N:7]2[CH:8]=[N:9][CH:10]=[C:6]2[CH:5]=[CH:4][CH:3]=1.CN(C)CCN(C)C.C([Li])CCC.Br[CH2:25][CH2:26][CH2:27][CH2:28][C:29]#[N:30]>O1CCCC1.CCCCCC>[C:29]([CH2:28][CH2:27][CH2:26][CH2:25][CH2:1][C:2]1[N:7]2[CH:8]=[N:9][CH:10]=[C:6]2[CH:5]=[CH:4][CH:3]=1)#[N:30]. Reported procedure: A solution of 5-methylimidazo[1,5-a]pyridine (4.0 g) and tetramethylethylene diamine (4.9 g) in 100 ml of tetrahydrofuran is cooled to 0° under nitrogen and 26.5 ml of 1.6 N n-butyllithium in hexane is added dropwise maintaining the temperature below 2°. After 30 minutes this solution is transferred under nitrogen over 45 minutes to an ice-cold solution of 5-bromovaleronitrile (4.86 g) in 80 ml of tetrahydrofuran. After 15 minutes the solvent is evaporated and the residue is partitioned between ... Reactants: C(C1=CC=CC=C1)OC(=O)CCC[C@@H](C(=O)O[C@H](CC(=O)N)CCCCCCCCCCCCC)NC(=O)OC(C)(C)C ((3S)-3-[(2S)-5-benzyloxycarbonyl-2-(tertiarybutoxycarbonylamino)pentanoyl]oxyhexadecanamide), [H][H] (hydrogen). The reagents and catalysts are [Pd] (palladium on carbon). The solvent is CO (methanol). Product: C(=O)(O)CCC[C@@H](C(=O)O[C@H](CC(=O)N)CCCCCCCCCCCCC)NC(=O)OC(C)(C)C ((3S)-3-[(2S)-5-carboxy-2-(tertiarybutoxycarbonylamino)-pentanoyl]oxyhexadecanamide). Isolated yield 47.0%. As a reaction SMILES: C([O:8][C:9]([CH2:11][CH2:12][CH2:13][C@H:14]([NH:36][C:37]([O:39][C:40]([CH3:43])([CH3:42])[CH3:41])=[O:38])[C:15]([O:17][C@@H:18]([CH2:23][CH2:24][CH2:25][CH2:26][CH2:27][CH2:28][CH2:29][CH2:30][CH2:31][CH2:32][CH2:33][CH2:34][CH3:35])[CH2:19][C:20]([NH2:22])=[O:21])=[O:16])=[O:10])C1C=CC=CC=1.[H][H]>CO.[Pd]>[C:9]([CH2:11][CH2:12][CH2:13][C@H:14]([NH:36][C:37]([O:39][C:40]([CH3:41])([CH3:43])[CH3:42])=[O:38])[C:15]([O:17][C@@H:18]([CH2:23][CH2:24][CH2:25][CH2:26][CH2:27][CH2:28][CH2:29][CH2:30][CH2:31][CH2:32][CH2:33][CH2:34][CH3:35])[CH2:19][C:20]([NH2:22])=[O:21])=[O:16])([OH:10])=[O:8]. Reported procedure: A solution of (3S)-3-[(2S)-5-benzyloxycarbonyl-2-(tertiarybutoxycarbonylamino)pentanoyl]oxyhexadecanamide (100 mg) in methanol (2 ml) was hydrogenated over 10% palladium on carbon (20 mg) under atmospheric pressure of hydrogen for 3.5 hours at room temperature. Then, the catalyst was filtered off with celite and the filtrate was concentrated under reduced pressure. The residue was recrystallized from a mixture of ethyl acetate (0.5 ml) and n-hexane (1 ml) to give (3S)-3-[(2S)-5-carboxy-2-(tertia... The reactants are [Li]CCCC, C#Cc1ccc(C(CC)(CC)c2ccc(O)c(C)c2)cc1C, [Cl-], [NH4+], O=C1CCOCC1, C1CCOC1. Product: CCC(CC)(c1ccc(O)c(C)c1)c1ccc(C#CC2(O)CCOCC2)c(C)c1. As a reaction SMILES: [CH2:1]([Li:2])[CH2:3][CH2:4][CH3:5].[CH2:6]([CH3:7])[C:8]([CH2:9][CH3:10])([c:11]1[cH:12][c:13]([CH3:19])[c:14]([C:17]#[CH:18])[cH:15][cH:16]1)[c:20]1[cH:21][c:22]([CH3:27])[c:23]([OH:26])[cH:24][cH:25]1.[Cl-:35].[NH4+:36].[O:28]1[CH2:29][CH2:30][C:31](=[O:34])[CH2:32][CH2:33]1.[O:37]1[CH2:38][CH2:39][CH2:40][CH2:41]1>>[CH2:6]([CH3:7])[C:8]([CH2:9][CH3:10])([c:11]1[cH:12][c:13]([CH3:19])[c:14]([C:17]#[C:18][C:31]2([OH:34])[CH2:30][CH2:29][O:28][CH2:33][CH2:32]2)[cH:15][cH:16]1)[c:20]1[cH:21][c:22]([CH3:27])[c:23]([OH:26])[cH:24][cH:25]1. Reactants: N1=CC=CC=C1 (pyridine), C(CCCCCCC)(=O)Cl (octanoyl chloride), C(C(O)C1=CC=CC=C1)(=O)O (dl-mandelic acid), two, N1=CC=CC=C1 (pyridine). As a reaction SMILES: [C:1]([OH:11])(=[O:10])[CH:2]([C:4]1[CH:9]=[CH:8][CH:7]=[CH:6][CH:5]=1)[OH:3].N1C=CC=CC=1.[C:18](Cl)(=[O:26])[CH2:19][CH2:20][CH2:21][CH2:22][CH2:23][CH2:24][CH3:25]>CC(C)=O>[C:18]([C:5]1[CH:6]=[CH:7][CH:8]=[CH:9][C:4]=1[CH:2]([OH:3])[C:1]([OH:11])=[O:10])(=[O:26])[CH2:19][CH2:20][CH2:21][CH2:22][CH2:23][CH2:24][CH3:25]. The product is C(CCCCCCC)(=O)C1=C(C(C(=O)O)O)C=CC=C1 (2-Octanoyl-Mandelic Acid). Reported procedure: 15.2 gm (0.10 mole) dl-mandelic acid was dissolved in 50 ml acetone and placed in one of two 125 ml additional funnels attached to a 250 ml three-necked round bottom flask charged with 8.0 gm (0.10 mole) pyridine in 50 ml acetone cooled in an ice water bath. The other addition funnel was charged with 16.3 gm (0.10 mole) octanoyl chloride. The contents of the two addition funnels were simultaneously added dropwise over 20 minutes to the stirred/cooled pyridine solution. The reaction was removed b... The solvent is CC(=O)C (acetone), CC(=O)C (acetone). The yield is 84.2%. Reactants: C1CCOC1, O=C(CC(F)=C(F)F)Nc1ccccc1, S=P12SP3(=S)SP(=S)(S1)SP(=S)(S2)S3. Product: FC(F)=C(F)CC(=S)Nc1ccccc1. RXN SMILES: [CH2:30]1[O:31][CH2:32][CH2:33][CH2:34]1.[F:1][C:2]([CH2:3][C:4](=[O:5])[NH:6][c:7]1[cH:8][cH:9][cH:10][cH:11][cH:12]1)=[C:13]([F:14])[F:15].[P:16]12(=[S:17])[S:18][P:19]3(=[S:29])[S:20][P:21](=[S:27])([S:22][P:23](=[S:26])([S:24]3)[S:25]1)[S:28]2>>[F:1][C:2]([CH2:3][C:4]([NH:6][c:7]1[cH:8][cH:9][cH:10][cH:11][cH:12]1)=[S:17])=[C:13]([F:14])[F:15]. Starting materials: CC(=O)[O-], O=[N+]([O-])c1cnc(O)c(I)c1, [K+], N#N, CN(C)C=O, c1cscn1, c1ccc(P(c2ccccc2)(c2ccccc2)[Pd](P(c2ccccc2)(c2ccccc2)c2ccccc2)(P(c2ccccc2)(c2ccccc2)c2ccccc2)P(c2ccccc2)(c2ccccc2)c2ccccc2)cc1. The product is O=[N+]([O-])c1cnc(O)c(-c2cncs2)c1. Reaction SMILES: [CH3:20][C:21](=[O:22])[O-:23].[I:3][c:4]1[c:5]([OH:13])[n:6][cH:7][c:8]([N+:10](=[O:11])[O-:12])[cH:9]1.[K+:19].[N:1]#[N:2].[O:24]=[CH:25][N:26]([CH3:27])[CH3:28].[cH:14]1[cH:15][s:16][cH:17][n:18]1.[cH:29]1[cH:30][cH:31][c:32]([P:33]([Pd:34]([P:35]([c:36]2[cH:37][cH:38][cH:39][cH:40][cH:41]2)([c:42]2[cH:43][cH:44][cH:45][cH:46][cH:47]2)[c:48]2[cH:49][cH:50][cH:51][cH:52][cH:53]2)([P:54]([c:55]2[cH:56][cH:57][cH:58][cH:59][cH:60]2)([c:61]2[cH:62][cH:63][cH:64][cH:65][cH:66]2)[c:67]2[cH:68][cH:69][cH:70][cH:71][cH:72]2)[P:73]([c:74]2[cH:75][cH:76][cH:77][cH:78][cH:79]2)([c:80]2[cH:81][cH:82][cH:83][cH:84][cH:85]2)[c:86]2[cH:87][cH:88][cH:89][cH:90][cH:91]2)([c:92]2[cH:93][cH:94][cH:95][cH:96][cH:97]2)[c:98]2[cH:99][cH:100][cH:101][cH:102][cH:103]2)[cH:104][cH:105]1>>[c:4]1(-[c:15]2[cH:14][n:18][cH:17][s:16]2)[c:5]([OH:13])[n:6][cH:7][c:8]([N+:10](=[O:11])[O-:12])[cH:9]1. Reactants: [OH-].[Na+] (Sodium hydroxide), C(C)OC(CN(C(C1=CC(=CC(=C1)OCCCCCCCCCCCCCCCCCC)OCCCOC1=CC=C(C=C1)OC)=O)CC(=O)OCC)=O (N-(2-ethoxy-2-oxoethyl)-N-[3-[3-(4-methoxyphenoxy)propoxy]-5-(octadecyloxy)benzoyl]glycine ethyl ester). The product is C(=O)(O)CN(CC(=O)O)C(C1=CC(=CC(=C1)OCCCCCCCCCCCCCCCCCC)OCCCOC1=CC=C(C=C1)OC)=O (N-(carboxymethyl)-N-[3-[3-(4-methoxyphenoxy)propoxy]-5-(octadecyloxy)benzoyl]glycine). Reaction SMILES: [OH-].[Na+].C([O:5][C:6](=[O:55])[CH2:7][N:8]([CH2:49][C:50]([O:52]CC)=[O:51])[C:9](=[O:48])[C:10]1[CH:15]=[C:14]([O:16][CH2:17][CH2:18][CH2:19][CH2:20][CH2:21][CH2:22][CH2:23][CH2:24][CH2:25][CH2:26][CH2:27][CH2:28][CH2:29][CH2:30][CH2:31][CH2:32][CH2:33][CH3:34])[CH:13]=[C:12]([O:35][CH2:36][CH2:37][CH2:38][O:39][C:40]2[CH:45]=[CH:44][C:43]([O:46][CH3:47])=[CH:42][CH:41]=2)[CH:11]=1)C>>[C:6]([CH2:7][N:8]([C:9](=[O:48])[C:10]1[CH:15]=[C:14]([O:16][CH2:17][CH2:18][CH2:19][CH2:20][CH2:21][CH2:22][CH2:23][CH2:24][CH2:25][CH2:26][CH2:27][CH2:28][CH2:29][CH2:30][CH2:31][CH2:32][CH2:33][CH3:34])[CH:13]=[C:12]([O:35][CH2:36][CH2:37][CH2:38][O:39][C:40]2[CH:45]=[CH:44][C:43]([O:46][CH3:47])=[CH:42][CH:41]=2)[CH:11]=1)[CH2:49][C:50]([OH:52])=[O:51])([OH:55])=[O:5] |f:0.1|. Reported procedure: Sodium hydroxide hydrolysis of N-(2-ethoxy-2-oxoethyl)-N-[3-[3-(4-methoxyphenoxy)propoxy]-5-(octadecyloxy)benzoyl]glycine ethyl ester as in Example 11 gave N-(carboxymethyl)-N-[3-[3-(4-methoxyphenoxy)propoxy]-5-(octadecyloxy)benzoyl]glycine which gave nmr and mass spectra consistent with the structure. Reactants: O (water), IC=1C=C(C=CC1)C(CC1=NC(=NC=C1)SC)=O (1-(3-iodophenyl)-2-(2-methylthiopyrimidin-4-yl)-ethanone), copper-I-iodide, C[Si](C)(C)C#C (trimethylsilylacetylene), C(C)(C)NC(C)C (diisopropylamine). Solvent: C1CCOC1 (THF). Yields the product CCCC(C)C.C(C)(=O)OCC (iso-hexane ethyl acetate). As a reaction SMILES: I[C:2]1[CH:3]=[C:4]([C:8](=[O:18])[CH2:9]C2C=CN=C(SC)N=2)[CH:5]=C[CH:7]=1.C[Si]([C:23]#[CH:24])(C)C.C(NC(C)C)(C)C.[OH2:32]>C1COCC1>[CH3:7][CH2:2][CH2:3][CH:4]([CH3:8])[CH3:5].[C:23]([O:18][CH2:8][CH3:9])(=[O:32])[CH3:24] |f:5.6|. Procedure details: To a solution of 16.3 g (44.0 mmol) C2 in 260 ml dry THF at 10° C. under nitrogen 1.5 g (2.2 mmol) bis-(triphenylphosphine)palladium-II-chloride, 900 mg (4.7 mmol) copper-I-iodide, 12 ml (85 mmol) trimethylsilylacetylene and 30 ml diisopropylamine were added and the mixture was stirred and successively allowed to warm up to room temperature. After stirring at room temperature overnight, 260 ml water were added and the mixture was extracted twice with ether. The organic layer was separated, dried... Reactants: [OH-].[Na+] (Sodium hydroxide), [OH-].[K+] (Potassium hydroxide), ClC=1C=C(C=NC1OC(C)C)C1=NC(=NO1)C=1C=C(C=C2C(=CNC12)CCC(=O)OCC)F (Ethyl 3-[7-(5-{5-chloro-6-[(1-methylethyl)oxy]-3-pyridinyl}-1,2,4-oxadiazol-3-yl)-5-fluoro-1H-indol-3-yl]propanoate), IC (iodomethane), Cl (HCl). Solvent: O (water), CS(=O)C (DMSO), C1CCOC1 (THF). Conditions: time 5 hour. The product is ClC=1C=C(C=NC1OC(C)C)C1=NC(=NO1)C=1C=C(C=C2C(=CN(C12)C)CCC(=O)O)F (3-[7-(5-{5-chloro-6-[(1-methylethyl)oxy]-3-pyridinyl}-1,2,4-oxadiazol-3-yl)-5-fluoro-1-methyl-1H-indol-3-yl]propanoic acid). RXN SMILES: [OH-].[K+].[Cl:3][C:4]1[CH:5]=[C:6]([C:14]2[O:18][N:17]=[C:16]([C:19]3[CH:20]=[C:21]([F:35])[CH:22]=[C:23]4[C:27]=3[NH:26][CH:25]=[C:24]4[CH2:28][CH2:29][C:30]([O:32]CC)=[O:31])[N:15]=2)[CH:7]=[N:8][C:9]=1[O:10][CH:11]([CH3:13])[CH3:12].I[CH3:37].[OH-].[Na+].Cl>CS(C)=O.C1COCC1.O>[Cl:3][C:4]1[CH:5]=[C:6]([C:14]2[O:18][N:17]=[C:16]([C:19]3[CH:20]=[C:21]([F:35])[CH:22]=[C:23]4[C:27]=3[N:26]([CH3:37])[CH:25]=[C:24]4[CH2:28][CH2:29][C:30]([OH:32])=[O:31])[N:15]=2)[CH:7]=[N:8][C:9]=1[O:10][CH:11]([CH3:13])[CH3:12] |f:0.1,4.5|. Procedure details: Potassium hydroxide (90 mg) was added to a solution of ethyl 3-[7-(5-{5-chloro-6-[(1-methylethyl)oxy]-3-pyridinyl}-1,2,4-oxadiazol-3-yl)-5-fluoro-1H-indol-3-yl]propanoate (D139) (189 mg) and iodomethane (0.25 mL) in DMSO (3 mL) at RT. The reaction mixture was stirred at RT for 5 hours. Then the reaction was quenched with saturated ammonium chloride, and extracted with EA for 3 times. The combined organic solution was washed with brine and dried over anhydrous sodium sulfate. The dried solution w... Starting materials: [OH-].[NH4+] (ammonium hydroxide), Cl.COC1=CC=CC=2[C@H]3CCN([C@H]3CCC21)CCCCN2C(CC(CC2=O)(C)C)=O (rac-cis-1-[4-(6-methoxy-2,3,3a,4,5,9b-hexahydro-1H-benzo[e]indol-3-yl)-butyl]-4,4-dimethyl-piperidine-2,6-dione hydrochloride), Cl.N1=CC=CC=C1 (pyridine hydrochloride), ice water. Run in C(Cl)Cl.C(C)(=O)OCC (methylene chloride ethyl acetate). Reaction conditions: time 4 hour. Product: CC1(CC(NC(C1)=O)=O)C (4,4-dimethyl-piperidine-2,6-dione). RXN SMILES: Cl.COC1C2CC[C@H]3[C@H](CCN3CCCC[N:21]3[C:26](=[O:27])[CH2:25][C:24]([CH3:29])([CH3:28])[CH2:23][C:22]3=[O:30])C=2C=CC=1.Cl.N1C=CC=CC=1.[OH-].[NH4+]>C(Cl)Cl.C(OCC)(=O)C>[CH3:28][C:24]1([CH3:29])[CH2:25][C:26](=[O:27])[NH:21][C:22](=[O:30])[CH2:23]1 |f:0.1,2.3,4.5,6.7|. Procedure: 8.8 g (22.1 mmol) of rac-cis-1-[4-(6-methoxy-2,3,3a,4,5,9b-hexahydro-1H-benzo[e]indol-3-yl)-butyl]-4,4-dimethyl-piperidine-2,6-dione hydrochloride were mixed well with 100 g of pyridine hydrochloride and stirred under an argon atmosphere in an oil bath for 4 hours at an oil bath temperature of 180°. After cooling the mixture was treated with ice-water, whereupon the brown solution was made alkaline with ammonium hydroxide solution and then extracted with methylene chloride. The organic phase was...